This data is from the Open Reaction Database (ORD), a public repository of structured organic reaction records. The task is: describe an organic reaction: reactants, conditions, products, and yield Reactants: C(C(C)C)N=C=O (isobutyl isocyanate), ClC1=C(SC=C1C)C(=O)NN (3-chloro-4-methylthien-2-ylcarboxylic acid hydrazide), water ice, C(C)OCC (diethyl ether). Solvent: C1CCOC1 (THF), C1CCOC1 (THF). Reaction conditions: time 8 hour. Product: ClC1=C(SC=C1C)C(=O)NNC(=O)NCC(C)C (2-[(3-chloro-4-methyl-2-thienyl)carbonyl]-N-isobutylhydrazinecarboxamide). As a reaction SMILES: [Cl:1][C:2]1[C:6]([CH3:7])=[CH:5][S:4][C:3]=1[C:8]([NH:10][NH2:11])=[O:9].[CH2:12]([N:16]=[C:17]=[O:18])[CH:13]([CH3:15])[CH3:14].C(OCC)C>C1COCC1>[Cl:1][C:2]1[C:6]([CH3:7])=[CH:5][S:4][C:3]=1[C:8]([NH:10][NH:11][C:17]([NH:16][CH2:12][CH:13]([CH3:15])[CH3:14])=[O:18])=[O:9]. Procedure: 1.00 g (5.25 mmol) of 3-chloro-4-methylthien-2-ylcarboxylic acid hydrazide are placed in 10 ml THF at room temperature. 520 mg (5.25 mmol) of isobutyl isocyanate, dissolved in 2 ml THF, are rapidly added dropwise with stirring. The mixture is further stirred overnight at room temperature. For the workup, the reaction mixture is treated with 10 ml diethyl ether, cooled in the water/ice-bath to about 0° C., and the resulting precipitate recovered by filtration, washed with diethyl ether and dried ... Starting materials: O (water), BrC=1C=CC=C2CCC(CC12)N(CCC)CCC (8-bromo-2-(di-n-propylamino)tetralin), CSC (Methylsulphide), S-BuLi. The solvent is CCOCC (ether). Run at time 1 hour. Yields the product CSC=1C=CC=C2CCC(CC12)N(CCC)CCC (8-Methylthio-2-(di-n-propylamino)tetralin). RXN SMILES: Br[C:2]1[CH:3]=[CH:4][CH:5]=[C:6]2[C:11]=1[CH2:10][CH:9]([N:12]([CH2:16][CH2:17][CH3:18])[CH2:13][CH2:14][CH3:15])[CH2:8][CH2:7]2.[CH3:19][S:20]C.O>CCOCC>[CH3:19][S:20][C:2]1[CH:3]=[CH:4][CH:5]=[C:6]2[C:11]=1[CH2:10][CH:9]([N:12]([CH2:16][CH2:17][CH3:18])[CH2:13][CH2:14][CH3:15])[CH2:8][CH2:7]2. Reported procedure: A solution of 5,6,7 or 8-bromo-2-(di-n-propylamino)tetralin (1.4 g; 4.5 mmol) in dry ether (20 ml) was cooled to -78° C. under nitrogen atmosphere. S-BuLi (7 ml, 10 mmol) was added and the mixture was stirred for 1 hr. Methylsulphide (0.31 g; 5 mmol) was added and the mixture was stirred for 3 hr. When the temperature reached -10° C., water was added. Workup afforded the product. The reactants are O1CCC(CC1)CO ((tetrahydro-2H-pyran-4-yl)methanol), BrC=1C=C(C(=NC1)F)F (5-bromo-2,3-difluoropyridine), FC1=C(C=C(C=C1)S(=O)(=O)N)[N+](=O)[O-] (4-fluoro-3-nitrobenzenesulfonamide). The product is BrC=1C=C(C(=NC1)OCC1(CCOCC1)F)F (5-bromo-3-fluoro-2-((4-fluorotetrahydro-2H-pyran-4-yl)methoxy)pyridine). RXN SMILES: [O:1]1[CH2:6][CH2:5][CH:4]([CH2:7][OH:8])[CH2:3][CH2:2]1.[Br:9][C:10]1[CH:11]=[C:12]([F:17])[C:13](F)=[N:14][CH:15]=1.[F:18]C1C=CC(S(N)(=O)=O)=CC=1[N+]([O-])=O>>[Br:9][C:10]1[CH:11]=[C:12]([F:17])[C:13]([O:8][CH2:7][C:4]2([F:18])[CH2:5][CH2:6][O:1][CH2:2][CH2:3]2)=[N:14][CH:15]=1. Reported procedure: This example was prepared by substituting EXAMPLE 296C for (tetrahydro-2H-pyran-4-yl)methanol and 5-bromo-2,3-difluoropyridine for 4-fluoro-3-nitrobenzenesulfonamide in EXAMPLE 264A.